From a dataset of the Open Reaction Database (ORD), a public repository of structured organic reaction records. describe an organic reaction: reactants, conditions, products, and yield Reactants: CC(C)(C)O, CCN=C=NCCCN(C)C, CCOC(C)=O, CN(C)c1ccncc1, ClCCl, Cl, Cc1ccc(C(=O)O)cc1[N+](=O)[O-]. Product: Cc1ccc(C(=O)OC(C)(C)C)cc1[N+](=O)[O-]. Reaction SMILES: [CH3:14][C:15]([CH3:16])([CH3:17])[OH:18].[CH3:20][N:21]([CH3:22])[CH2:23][CH2:24][CH2:25][N:26]=[C:27]=[N:28][CH2:29][CH3:30].[CH3:31][CH2:32][O:33][C:34](=[O:35])[CH3:36].[CH3:40][N:41]([CH3:42])[c:43]1[cH:44][cH:45][n:46][cH:47][cH:48]1.[Cl:37][CH2:38][Cl:39].[ClH:19].[N+:1](=[O:2])([O-:3])[c:4]1[cH:5][c:6]([C:7](=[O:8])[OH:9])[cH:10][cH:11][c:12]1[CH3:13]>>[N+:1](=[O:2])([O-:3])[c:4]1[cH:5][c:6]([C:7]([O:8][C:15]([CH3:14])([CH3:16])[CH3:17])=[O:9])[cH:10][cH:11][c:12]1[CH3:13]. Reactants: Cc1ccc(-c2cc(CCC=O)nn2C(C)(C)C)cc1, Cc1ccc(N2CCNCC2)cc1C, CCN(C(C)C)C(C)C. The product is Cc1ccc(-c2cc(CCCN3CCN(c4ccc(C)c(C)c4)CC3)nn2C(C)(C)C)cc1. As a reaction SMILES: [C:1]([CH3:2])([CH3:3])([CH3:4])[n:5]1[n:6][c:7]([CH2:17][CH2:18][CH:19]=[O:20])[cH:8][c:9]1-[c:10]1[cH:11][cH:12][c:13]([CH3:16])[cH:14][cH:15]1.[CH3:21][c:22]1[cH:23][c:24]([N:29]2[CH2:30][CH2:31][NH:32][CH2:33][CH2:34]2)[cH:25][cH:26][c:27]1[CH3:28].[CH:35]([N:36]([CH2:37][CH3:38])[CH:39]([CH3:40])[CH3:41])([CH3:42])[CH3:43]>>[C:1]([CH3:2])([CH3:3])([CH3:4])[n:5]1[n:6][c:7]([CH2:17][CH2:18][CH2:19][N:32]2[CH2:31][CH2:30][N:29]([c:24]3[cH:23][c:22]([CH3:21])[c:27]([CH3:28])[cH:26][cH:25]3)[CH2:34][CH2:33]2)[cH:8][c:9]1-[c:10]1[cH:11][cH:12][c:13]([CH3:16])[cH:14][cH:15]1. Reactants: FC1=CC=C(C=C1)CCO (2-(4-fluoro-phenyl)-ethanol), Cl (HCl), [Cl-].C(CCCCCCC)(=O)C(C(CCCCCCC)=O)(C(CCCCCCC)=O)[NH3+] (tricaprylylmethyl ammonium chloride). Solvent: ClC1=CC=CC=C1 (chlorobenzene). Product: ClCCC1=CC=C(C=C1)F (1-(2-Chloro-ethyl)-4-fluoro-benzene). RXN SMILES: [F:1][C:2]1[CH:7]=[CH:6][C:5]([CH2:8][CH2:9]O)=[CH:4][CH:3]=1.[ClH:11].[Cl-].C(C([NH3+])(C(=O)CCCCCCC)C(=O)CCCCCCC)(=O)CCCCCCC>ClC1C=CC=CC=1>[Cl:11][CH2:9][CH2:8][C:5]1[CH:6]=[CH:7][C:2]([F:1])=[CH:3][CH:4]=1 |f:2.3|. Procedure: A mixture of 7 g 2-(4-fluoro-phenyl)-ethanol, 25 mL of chlorobenzene, 42 mL of 37% HCl, and 0.9 g of Aliquot® 336 (tricaprylylmethyl ammonium chloride) was heated to reflux for 3 days, cooled and extracted into 3×100 mL of hexane. The combined extracts were dried over magnesium sulfate and concentrated under reduced pressure. The resulting oil was mainly 1-(2-chloro-ethyl)-4-fluoro-benzene: The reactants are CSC=1NC(C(=CN1)C(=O)OCC)=O (Ethyl 1,6-dihydro-2-methylthio-6-oxo-5-pyrimidinecarboxylate), NC=1C=C(C=CC1)C(F)(F)F (3-aminobenzotrifluoride). Run in C(C)O (ethanol). Reaction conditions: time 17 hour. Product: O=C1C(=CN=C(N1)NC1=CC(=CC=C1)C(F)(F)F)C(=O)OCC (ethyl 1,6-dihydro-6-oxo-2-(3-trifluoromethylanilino)-5-pyrimidinecarboxylate). Yield: 45.0%. As a reaction SMILES: CS[C:3]1[NH:4][C:5](=[O:14])[C:6]([C:9]([O:11][CH2:12][CH3:13])=[O:10])=[CH:7][N:8]=1.[NH2:15][C:16]1[CH:17]=[C:18]([C:22]([F:25])([F:24])[F:23])[CH:19]=[CH:20][CH:21]=1>C(O)C>[O:14]=[C:5]1[NH:4][C:3]([NH:15][C:16]2[CH:21]=[CH:20][CH:19]=[C:18]([C:22]([F:23])([F:24])[F:25])[CH:17]=2)=[N:8][CH:7]=[C:6]1[C:9]([O:11][CH2:12][CH3:13])=[O:10]. Procedure: Ethyl 1,6-dihydro-2-methylthio-6-oxo-5-pyrimidinecarboxylate (50 g) and 3-aminobenzotrifluoride (45.2 g) are added to ethanol (300 ml), and the mixture is refluxed with stirring for 17 hours. After cooling, the precipitate is collected by filtration and recrystallized from a mixture of DMF and water to give ethyl 1,6-dihydro-6-oxo-2-(3-trifluoromethylanilino)-5-pyrimidinecarboxylate (34.4 g). M.p. 229°-230° C. Reactants: ClC1=CC=NC(=C1C=O)N1C(C=2N(C=3CCCCC3C2)CC1)=O (4-Chloro-2-(1-oxo-3,4,6,7,8,9-hexahydropyrazino[1,2-a]indol-2(1H)-yl)nicotinaldehyde), C(C)[C@@H]1N(CCN(C1)C1COC1)C=1C=CC(=NC1)NC=1C(N(C=C(C1)B1OC(C(O1)(C)C)(C)C)C)=O ((S)-3-(5-(2-Ethyl-4-(oxetan-3-yl)piperazin-1-yl)pyridin-2-ylamino)-1-methyl-5-(4,4,5,5-tetramethyl-1,3,2-dioxaborolan-2-yl)pyridin-2(1H)-one), C(C)(=O)[O-].[K+] (potassium acetate). The reagents and catalysts are O (water), C1=CC=C(C=C1)P([C-]2C=CC=C2)C3=CC=CC=C3.C1=CC=C(C=C1)P([C-]2C=CC=C2)C3=CC=CC=C3.Cl[Pd]Cl.[Fe+2] (1,1′-bis(diphenylphosphino)ferrocenedichloropalladium(II)). Run in C(C)#N (acetonitrile). Reaction conditions: temperature 100 celsius. The product is C(C)[C@@H]1N(CCN(C1)C1COC1)C=1C=CC(=NC1)NC1=CC(=CN(C1=O)C)C1=CC=NC(=C1C=O)N1C(C=2N(C=3CCCCC3C2)C=C1)=O ((S)-4-(5-(5-(2-Ethyl-4-(oxetan-3-yl)piperazin-1-yl)pyridin-2-ylamino)-1-methyl-6-oxo-1,6-dihydropyridin-3-yl)-2-(1-oxo-6,7,8,9-tetrahydropyrazino[1,2-a]indol-2(1H)-yl)nicotinaldehyde). Isolated yield 45.7%. As a reaction SMILES: Cl[C:2]1[C:7]([CH:8]=[O:9])=[C:6]([N:10]2[CH2:22][CH2:21][N:13]3[C:14]4[CH2:15][CH2:16][CH2:17][CH2:18][C:19]=4[CH:20]=[C:12]3[C:11]2=[O:23])[N:5]=[CH:4][CH:3]=1.C([C@H:26]1[CH2:31][N:30]([CH:32]2[CH2:35][O:34][CH2:33]2)[CH2:29][CH2:28][N:27]1[C:36]1[CH:37]=[CH:38][C:39]([NH:42][C:43]2[C:44](=[O:59])[N:45]([CH3:58])[CH:46]=[C:47](B3OC(C)(C)C(C)(C)O3)[CH:48]=2)=[N:40][CH:41]=1)C.[C:60]([O-])(=O)[CH3:61].[K+]>O.C1C=CC(P(C2C=CC=CC=2)[C-]2C=CC=C2)=CC=1.C1C=CC(P(C2C=CC=CC=2)[C-]2C=CC=C2)=CC=1.Cl[Pd]Cl.[Fe+2].C(#N)C>[CH2:60]([C@H:26]1[CH2:31][N:30]([CH:32]2[CH2:33][O:34][CH2:35]2)[CH2:29][CH2:28][N:27]1[C:36]1[CH:37]=[CH:38][C:39]([NH:42][C:43]2[C:44](=[O:59])[N:45]([CH3:58])[CH:46]=[C:47]([C:2]3[C:7]([CH:8]=[O:9])=[C:6]([N:10]4[CH:22]=[CH:21][N:13]5[C:14]6[CH2:15][CH2:16][CH2:17][CH2:18][C:19]=6[CH:20]=[C:12]5[C:11]4=[O:23])[N:5]=[CH:4][CH:3]=3)[CH:48]=2)=[N:40][CH:41]=1)[CH3:61] |f:2.3,5.6.7.8|. Procedure: A 50-mL flask equipped with a reflux condenser was charged with 4-chloro-2-(1-oxo-6,7,8,9-tetrahydropyrazino[1,2-a]indol-2(1H)-yl)nicotinaldehyde 103b (164 mg, 0.50 mmol), (S)-3-(5-(2-ethyl-4-(oxetan-3-yl)piperazin-1-yl)pyridin-2-ylamino)-1-methyl-5-(4,4,5,5-tetramethyl-1,3,2-dioxaborolan-2-yl)pyridin-2(1H)-one 161f (347 mg, 0.70 mmol), potassium acetate (137 mg, 1.4 mmol), 1,1′-bis(diphenylphosphino)ferrocenedichloropalladium(II) (29 mg, 0.035 mmol), water (5 drops), and acetonitrile (20 mL). A...